From a dataset of the Open Reaction Database (ORD), a public repository of structured organic reaction records. describe an organic reaction: reactants, conditions, products, and yield The reactants are CC(=O)Nc1ccc(C=O)c([N+](=O)[O-])c1, C#CC(=O)OCC, CC(=O)O, CC(C)NC(C)C, [Li]CCCC, C1CCOC1. The product is CCOC(=O)C#CC(O)c1ccc(NC(C)=O)cc1[N+](=O)[O-]. RXN SMILES: [C:20]([CH3:21])(=[O:22])[NH:23][c:24]1[cH:25][c:26]([N+:32](=[O:33])[O-:34])[c:27]([CH:28]=[O:29])[cH:30][cH:31]1.[CH3:13][CH2:14][O:15][C:16](=[O:17])[C:18]#[CH:19].[CH3:35][C:36](=[O:37])[OH:38].[CH:1]([NH:2][CH:3]([CH3:4])[CH3:5])([CH3:6])[CH3:7].[Li:8][CH2:9][CH2:10][CH2:11][CH3:12].[O:39]1[CH2:40][CH2:41][CH2:42][CH2:43]1>>[CH3:13][CH2:14][O:15][C:16](=[O:17])[C:18]#[C:19][CH:28]([c:27]1[c:26]([N+:32](=[O:33])[O-:34])[cH:25][c:24]([NH:23][C:20]([CH3:21])=[O:22])[cH:31][cH:30]1)[OH:29]. Starting materials: NC1CCN(CC1)C[C@@H]1CN2C(C=CC=3N=CC(N1C23)=O)=O ((2R)-2-[(4-Amino-1-piperidinyl)methyl]-1,2-dihydro-3H,8H-2a,5,8a-triazaacenaphthylene-3,8-dione), S1COC=2C=NC(=CC21)C=O ([1,3]oxathiolo[5,4-c]pyridine-6-carbaldehyde), C(C)(=O)O[BH-](OC(C)=O)OC(C)=O.[Na+] (sodium triacetoxyborohydride). Run in C(Cl)(Cl)Cl.CO (chloroform methanol). Reaction conditions: time 30 minute. The product is NC1CCN(CC1)C[C@H]1CN2C(C=CC=3N=CC(N1C23)=O)=O ((2S)-2-[(4-Amino-1-piperidinyl)methyl]-1,2-dihydro-3H,8H-2a,5,8a-triazaacenaphthylene-3,8-dione). The yield is 70.0%. Reaction SMILES: [NH2:1][CH:2]1[CH2:7][CH2:6][N:5]([CH2:8][C@H:9]2[N:19]3[C:20]4[N:11]([C:12](=[O:22])[CH:13]=[CH:14][C:15]=4[N:16]=[CH:17][C:18]3=[O:21])[CH2:10]2)[CH2:4][CH2:3]1.S1C2C=C(C=O)N=CC=2OC1.C(O[BH-](OC(=O)C)OC(=O)C)(=O)C.[Na+]>C(Cl)(Cl)Cl.CO>[NH2:1][CH:2]1[CH2:7][CH2:6][N:5]([CH2:8][C@@H:9]2[N:19]3[C:20]4[N:11]([C:12](=[O:22])[CH:13]=[CH:14][C:15]=4[N:16]=[CH:17][C:18]3=[O:21])[CH2:10]2)[CH2:4][CH2:3]1 |f:2.3,4.5|. Reported procedure: (2R)-2-[(4-Amino-1-piperidinyl)methyl]-1,2-dihydro-3H,8H-2a,5,8a-triazaacenaphthylene-3,8-dione (100 mg, 0.332 mmol) was stirred with [1,3]oxathiolo[5,4-c]pyridine-6-carbaldehyde (for a synthesis see WO2004058144 Example 61) (45 mg, 0.811 eq.) in chloroform:methanol (9:1, v:v, 5 ml) at room temperature for 2 hours; the mixture was then treated with sodium triacetoxyborohydride (211 mg, 3.0 eq.) with vigorous stirring at room temperature for 30 mins. The mixture was quenched by addition of satura... The reactants are Cl, CC(C)(C)OC(=O)N1CCC(O)(c2ccccc2C(F)(F)F)CC1. The product is OC1(c2ccccc2C(F)(F)F)CCNCC1. RXN SMILES: [ClH:25].[OH:1][C:2]1([c:15]2[c:16]([C:21]([F:22])([F:23])[F:24])[cH:17][cH:18][cH:19][cH:20]2)[CH2:3][CH2:4][N:5]([C:8]([O:9][C:10]([CH3:11])([CH3:12])[CH3:13])=[O:14])[CH2:6][CH2:7]1>>[OH:1][C:2]1([c:15]2[c:16]([C:21]([F:22])([F:23])[F:24])[cH:17][cH:18][cH:19][cH:20]2)[CH2:3][CH2:4][NH:5][CH2:6][CH2:7]1. Reactants: OO (hydrogen peroxide), ClC(C1=CC=CC=C1)C1CC(C(CC1C)(C)C)=O (1-(chlorobenzyl)-4,4,6-trimethylcyclohexan-3-one), ClC1=CC=C(CC2=CC(C(CC2C)(C)C)=O)C=C1 (1-(4-chlorobenzyl)-4,4,6-trimethylcyclohex-1-en-3-one), [OH-].[Na+] (sodium hydroxide). The solvent is CO (methanol). Conditions: temperature 40 celsius, time 8 hour. Product: ClC1=CC=C(CC23C(C(C(CC2C)(C)C)=O)O3)C=C1 (1-(4 -chlorobenzyl)-1,2-epoxy-4,4,6-trimethylcyclohexan-3-one). RXN SMILES: ClC(C1C(C)CC(C)(C)C(=[O:18])C1)C1C=CC=CC=1.[Cl:19][C:20]1[CH:36]=[CH:35][C:23]([CH2:24][C:25]2[CH:30]([CH3:31])[CH2:29][C:28]([CH3:33])([CH3:32])[C:27](=[O:34])[CH:26]=2)=[CH:22][CH:21]=1.[OH-].[Na+].OO>CO>[Cl:19][C:20]1[CH:21]=[CH:22][C:23]([CH2:24][C:25]23[O:18][CH:26]2[C:27](=[O:34])[C:28]([CH3:33])([CH3:32])[CH2:29][CH:30]3[CH3:31])=[CH:35][CH:36]=1 |f:2.3|. Procedure: The 1-(chlorobenzyl)-4,4,6-trimethylcyclohexan-3-one (315 g, 1.2 mol) obtained in (b) above was added to methanol (1500 ml) and the mixture warmed to 40° C. to give a clear yellow solution. The solution was then cooled to 10° C. and aqueous sodium hydroxide (25 g in 112 ml water) was added over a period of 10 minutes. Whilst maintaining the temperature of the reaction mixture between 15° and 20° C., 30% (w/v) aqueous hydrogen peroxide (138 ml, 1.2 mol) was added over a period of 30 minutes and t... Starting materials: Cc1cccc(NC(=O)NCC(=O)O)c1, CC#N, C(=NC1CCCCC1)=NC1CCCCC1, c1ccc(C2CSC(c3ccccc3)N2)cc1. The product is Cc1cccc(NC(=O)NCC(=O)[SH]2CC(c3ccccc3)NC2c2ccccc2)c1. As a reaction SMILES: [CH3:18][c:19]1[cH:20][c:21]([NH:25][C:26]([NH:27][CH2:28][C:29](=[O:30])[OH:31])=[O:32])[cH:22][cH:23][cH:24]1.[CH3:48][C:49]#[N:50].[CH:33]1([N:34]=[C:35]=[N:36][CH:37]2[CH2:38][CH2:39][CH2:40][CH2:41][CH2:42]2)[CH2:43][CH2:44][CH2:45][CH2:46][CH2:47]1.[c:1]1([CH:7]2[S:8][CH2:9][CH:10]([c:12]3[cH:13][cH:14][cH:15][cH:16][cH:17]3)[NH:11]2)[cH:2][cH:3][cH:4][cH:5][cH:6]1>>[c:1]1([CH:7]2[SH:8]([C:29]([CH2:28][NH:27][C:26]([NH:25][c:21]3[cH:20][c:19]([CH3:18])[cH:24][cH:23][cH:22]3)=[O:32])=[O:30])[CH2:9][CH:10]([c:12]3[cH:13][cH:14][cH:15][cH:16][cH:17]3)[NH:11]2)[cH:2][cH:3][cH:4][cH:5][cH:6]1. The reactants are N1(CCCC1)CC1NCCOC1 (3-(pyrrolidin-1-ylmethyl)morpholine), S1C(=CC=C1)CC(=O)Cl (2-thienylacetyl chloride). The solvent is C(C)N(CC)CC (triethylamine). The product is Cl.N1(CCCC1)CC1N(CCOC1)C(CC=1SC=CC1)=O (3-(pyrrolidin-1-ylmethyl)-4-(2-thienylacetyl)morpholine hydrochloride). Yield: 76.6%. RXN SMILES: [N:1]1([CH2:6][CH:7]2[CH2:12][O:11][CH2:10][CH2:9][NH:8]2)[CH2:5][CH2:4][CH2:3][CH2:2]1.[S:13]1[CH:17]=[CH:16][CH:15]=[C:14]1[CH2:18][C:19]([Cl:21])=[O:20]>C(N(CC)CC)C>[ClH:21].[N:1]1([CH2:6][CH:7]2[CH2:12][O:11][CH2:10][CH2:9][N:8]2[C:19](=[O:20])[CH2:18][C:14]2[S:13][CH:17]=[CH:16][CH:15]=2)[CH2:2][CH2:3][CH2:4][CH2:5]1 |f:3.4|. Procedure details: The procedure described in Example 17 was repeated, but using 0.88 g of 3-(pyrrolidin-1-ylmethyl)morpholine, 2.0 ml of triethylamine and 0.45 g of 2-thienylacetyl chloride, to afford 0.71 g of the title compound melting at 215° C. (dec.). The reactants are NC[C@H]1N(CCC[C@H]1C)C(=O)C1=C(C=CC(=C1)C)C1=CC=NN1C (((2S,3R)-2-(aminomethyl)-3-methylpiperidin-1-yl)(5-methyl-2-(1-methyl-1H-pyrazol-5-yl)phenyl)methanone), BrC1=NC=C(C=C1)F (2-bromo-5-fluoropyridine). The product is FC=1C=CC(=NC1)NC[C@H]1N(CCC[C@H]1C)C(=O)C1=C(C=CC(=C1)C)C1=CC=NN1C (((2S,3R)-2-(((5-Fluoropyridin-2-yl)amino)methyl)-3-methylpiperidin-1-yl)(5-methyl-2-(1-methyl-1H-pyrazol-5-yl)phenyl)methanone). Reaction SMILES: [NH2:1][CH2:2][C@@H:3]1[C@H:8]([CH3:9])[CH2:7][CH2:6][CH2:5][N:4]1[C:10]([C:12]1[CH:17]=[C:16]([CH3:18])[CH:15]=[CH:14][C:13]=1[C:19]1[N:23]([CH3:24])[N:22]=[CH:21][CH:20]=1)=[O:11].Br[C:26]1[CH:31]=[CH:30][C:29]([F:32])=[CH:28][N:27]=1>>[F:32][C:29]1[CH:30]=[CH:31][C:26]([NH:1][CH2:2][C@@H:3]2[C@H:8]([CH3:9])[CH2:7][CH2:6][CH2:5][N:4]2[C:10]([C:12]2[CH:17]=[C:16]([CH3:18])[CH:15]=[CH:14][C:13]=2[C:19]2[N:23]([CH3:24])[N:22]=[CH:21][CH:20]=2)=[O:11])=[N:27][CH:28]=1. Procedure: The title compound was synthesized following the same general protocol as described in Example A44, using ((2S,3R)-2-(aminomethyl)-3-methylpiperidin-1-yl)(5-methyl-2-(1-methyl-1H-pyrazol-5-yl)phenyl)methanone and 2-bromo-5-fluoropyridine. ESI-MS (m/z): 422 [M+1]+. Starting materials: NC(=O)N1c2ccccc2C(Cl)C(Cl)(Cl)c2ccccc21, C1=NCCCN2CCCCC12, CN(C)C=O, O. The product is NC(=O)N1c2ccccc2C(Cl)=C(Cl)c2ccccc21. Reaction SMILES: [Cl:1][C:2]1([Cl:21])[CH:3]([Cl:20])[c:4]2[c:5]([cH:16][cH:17][cH:18][cH:19]2)[N:6]([C:13](=[O:14])[NH2:15])[c:7]2[c:8]1[cH:9][cH:10][cH:11][cH:12]2.[N:22]12[CH2:23][CH2:24][CH2:25][CH2:26][CH:27]1[CH:28]=[N:29][CH2:30][CH2:31][CH2:32]2.[O:34]=[CH:35][N:36]([CH3:37])[CH3:38].[OH2:33]>>[Cl:1][C:2]1=[C:3]([Cl:20])[c:4]2[c:5]([cH:16][cH:17][cH:18][cH:19]2)[N:6]([C:13](=[O:14])[NH2:15])[c:7]2[c:8]1[cH:9][cH:10][cH:11][cH:12]2. The reactants are NC=1SC(=C(N1)C)C(=O)OCC (ethyl 2-amino-4-methylthiazole-5-carboxylate), ClC1=C(C(=CC(=C1)Cl)C)S(=O)(=O)Cl (2,4-dichloro-6-methylbenzenesulfonyl chloride). The product is ClC1=C(C(=CC(=C1)Cl)C)S(=O)(=O)NC=1SC(=C(N1)C)C(=O)OCC (Ethyl 2-{[(2,4-dichloro-6-methylphenyl)sulfonyl]amino}-4-methyl-1,3-thiazole-5-carboxylate). Reaction SMILES: [NH2:1][C:2]1[S:3][C:4]([C:8]([O:10][CH2:11][CH3:12])=[O:9])=[C:5]([CH3:7])[N:6]=1.[Cl:13][C:14]1[CH:19]=[C:18]([Cl:20])[CH:17]=[C:16]([CH3:21])[C:15]=1[S:22](Cl)(=[O:24])=[O:23]>>[Cl:13][C:14]1[CH:19]=[C:18]([Cl:20])[CH:17]=[C:16]([CH3:21])[C:15]=1[S:22]([NH:1][C:2]1[S:3][C:4]([C:8]([O:10][CH2:11][CH3:12])=[O:9])=[C:5]([CH3:7])[N:6]=1)(=[O:24])=[O:23]. Reported procedure: This compound was prepared from ethyl 2-amino-4-methylthiazole-5-carboxylate and 2,4-dichloro-6-methylbenzenesulfonyl chloride as described for EXAMPLE 30. Yield 254 mg, 62%: 1H NMR (DMSO) δ 7.64 (d, 1H), 7.53 (d, 1H), 4.22 (q, 2H), 2.67 (s, 3H), 2.41 (s, 3H), 1.25 (t, 3H); MS-ES (neg) In/z 407.1.